From a dataset of the Open Reaction Database (ORD), a public repository of structured organic reaction records. describe an organic reaction: reactants, conditions, products, and yield Starting materials: [Si](C1=CC=CC=C1)(C1=CC=CC=C1)(C(C)(C)C)Cl (t-butyldiphenylsilyl chloride), N(=[N+]=[N-])[C@H]1[C@H](SC)O[C@@H]([C@H]([C@@H]1OCC1=CC=C(C=C1)OC)O)CO (Methyl 2-azido-2-deoxy-3-O-(4-methoxybenzyl)-1-thio-β-D-glucopyranoside). The reagents and catalysts are CN(C1=CC=NC=C1)C (4-dimethylaminopyridine). Run in ClCCCl (1,2-dichloroethane), C(Cl)(Cl)Cl (CHCl3). Run at temperature 80 celsius, time 2 hour. The product is N(=[N+]=[N-])[C@H]1[C@H](SC)O[C@@H]([C@H]([C@@H]1OCC1=CC=C(C=C1)OC)O)CO[Si](C1=CC=CC=C1)(C1=CC=CC=C1)C(C)(C)C (Methyl 2-azido-6-O-tert-butyldiphenylsilyl-2-deoxy-3-O-(4-methoxybenzyl)-1-thio-β-D-glucopyranoside). Yield: 78.0%. Reaction SMILES: [Si:1](Cl)([C:14]([CH3:17])([CH3:16])[CH3:15])([C:8]1[CH:13]=[CH:12][CH:11]=[CH:10][CH:9]=1)[C:2]1[CH:7]=[CH:6][CH:5]=[CH:4][CH:3]=1.[N:19]([C@@H:22]1[C@@H:29]([O:30][CH2:31][C:32]2[CH:37]=[CH:36][C:35]([O:38][CH3:39])=[CH:34][CH:33]=2)[C@H:28]([OH:40])[C@@H:27]([CH2:41][OH:42])[O:26][C@H:23]1[S:24][CH3:25])=[N+:20]=[N-:21]>CN(C)C1C=CN=CC=1.ClCCCl.C(Cl)(Cl)Cl>[N:19]([C@@H:22]1[C@@H:29]([O:30][CH2:31][C:32]2[CH:37]=[CH:36][C:35]([O:38][CH3:39])=[CH:34][CH:33]=2)[C@H:28]([OH:40])[C@@H:27]([CH2:41][O:42][Si:1]([C:14]([CH3:17])([CH3:16])[CH3:15])([C:8]2[CH:13]=[CH:12][CH:11]=[CH:10][CH:9]=2)[C:2]2[CH:7]=[CH:6][CH:5]=[CH:4][CH:3]=2)[O:26][C@H:23]1[S:24][CH3:25])=[N+:20]=[N-:21]. Procedure details: A mixture of t-butyldiphenylsilyl chloride (8.66 g, 31.53 mmol), 4-dimethylaminopyridine (5.12 g, 42.04 mmol) and methyl 2-azido-2-deoxy-3-O-(4-methoxybenzyl)-1-thio-β-D-glucopyranoside (9) (7.21 g, 21.02 mmol) in dry 1,2-dichloroethane (100 mL) was stirred at 80° C. for 2 hours. The resulting clear solution was cooled to room temperature, diluted with CHCl3 (300 mL), washed with H2O (3×200 mL), brine solution (200 mL), dried over MgSO4 and evaporated. The residue was purified by chromatography ... Starting materials: C1(=C(C(=C(C(=C1F)F)F)N)F)N.Cl.Cl (dihydrochloride), [N+](=O)([O-])C1=C(C=C(C=C1)NCCCCCO)C (5-(4-nitro-3-methylphenylamino)pentan-1-ol). Reagents/catalysts: [Zn].[Cl-].[NH4+].O.C(C)O (zinc ammonium chloride water ethanol). Product: Cl.Cl.NC1=C(C=C(C=C1)NCCCCCO)C (5-(4-amino-3-methylphenylamino)pentan-1-ol dihydrochloride). As a reaction SMILES: [N+:1]([C:4]1[CH:9]=[CH:8][C:7]([NH:10][CH2:11][CH2:12][CH2:13][CH2:14][CH2:15][OH:16])=[CH:6][C:5]=1[CH3:17])([O-])=O.C1(N)C(F)=C(F)C(F)=C(N)C=1F.[ClH:30].Cl>[Zn].[Cl-].[NH4+].O.C(O)C>[ClH:30].[ClH:30].[NH2:1][C:4]1[CH:9]=[CH:8][C:7]([NH:10][CH2:11][CH2:12][CH2:13][CH2:14][CH2:15][OH:16])=[CH:6][C:5]=1[CH3:17] |f:1.2.3,4.5.6.7.8,9.10.11|. Procedure details: The 5-(4-nitro-3-methylphenylamino)pentan-1-ol (17) obtained above was reduced with a boiling zinc/ammonium chloride/water/ethanol mixture. The corresponding amine was isolated in dihydrochloride form. Reactants: C(C1=CC=CC=C1)OCCN(C1=CC=C(CC(C(=O)OC(C)(C)C)CC[C@@H](C(=O)OC(C)(C)C)NC(=O)OC(C)(C)C)C=C1)C(=O)OC(C)(C)C (Di-tert-butyl (5S)-2-(4-{[2-(benzyloxy)ethyl](tert-butoxycarbonyl)amino}benzyl)-5-[(tert-butoxycarbonyl)amino]hexanedioate). Reagents/catalysts: [Pd] (Palladium). The solvent is CO (methanol). Reaction conditions: time 27 hour. The product is C(C)(C)(C)OC(=O)N[C@H](C(=O)OC(C)(C)C)CCC(C(=O)OC(C)(C)C)CC1=CC=C(C=C1)N(CCO)C(=O)OC(C)(C)C (Di-tert-butyl (2S)-2-[(tert-butoxycarbonyl)amino]-5-{4-[(tert-butoxvcarbonyl)(2-hydroxyethyl)amino]benzyl}hexanedioate). The yield is 94.9%. RXN SMILES: C([O:8][CH2:9][CH2:10][N:11]([C:45]([O:47][C:48]([CH3:51])([CH3:50])[CH3:49])=[O:46])[C:12]1[CH:44]=[CH:43][C:15]([CH2:16][CH:17]([CH2:25][CH2:26][C@H:27]([NH:35][C:36]([O:38][C:39]([CH3:42])([CH3:41])[CH3:40])=[O:37])[C:28]([O:30][C:31]([CH3:34])([CH3:33])[CH3:32])=[O:29])[C:18]([O:20][C:21]([CH3:24])([CH3:23])[CH3:22])=[O:19])=[CH:14][CH:13]=1)C1C=CC=CC=1>CO.[Pd]>[C:39]([O:38][C:36]([NH:35][C@@H:27]([CH2:26][CH2:25][CH:17]([CH2:16][C:15]1[CH:14]=[CH:13][C:12]([N:11]([C:45]([O:47][C:48]([CH3:51])([CH3:50])[CH3:49])=[O:46])[CH2:10][CH2:9][OH:8])=[CH:44][CH:43]=1)[C:18]([O:20][C:21]([CH3:22])([CH3:23])[CH3:24])=[O:19])[C:28]([O:30][C:31]([CH3:34])([CH3:33])[CH3:32])=[O:29])=[O:37])([CH3:40])([CH3:41])[CH3:42]. Procedure details: Di-tert-butyl (5S)-2-(4-{[2-(benzyloxy)ethyl](tert-butoxycarbonyl)amino}benzyl)-5-[(tert-butoxycarbonyl)amino]hexanedioate (78 mg, 110 μmol) were dissolved in 10 ml methanol. Palladium (10% on charcoal) (15 mg) was added and the suspension was shaken under a hydrogen atmosphere for 27 h. The catalyst was filtered off, the residue was concentrated in vacuo to yield 65 mg (95%) of the product. Reactants: [Si](C1=CC=CC=C1)(C1=CC=CC=C1)(C(C)(C)C)O[C@@H]([C@@H](C1=CC(=C(C(=C1)F)F)F)NCCO)C (2-[(1R,2R)-2-tert-butyldiphenylsilanyloxy-1-(3,4,5-trifluorophenyl)propylamino]ethanol), C(C(=O)OCC)(=O)OCC (diethyl oxalate). Product: [Si](C1=CC=CC=C1)(C1=CC=CC=C1)(C(C)(C)C)O[C@@H]([C@@H](C1=CC(=C(C(=C1)F)F)F)N1C(C(OCC1)=O)=O)C (4-[(1R,2R)-2-tert-butyldiphenylsilanyloxy-1-(3,4,5-trifluorophenyl)propyl]morpholine-2,3-dione). Reaction SMILES: [Si:1]([O:18][C@H:19]([CH3:34])[C@H:20]([NH:30]CCO)[C:21]1[CH:26]=[C:25]([F:27])[C:24]([F:28])=[C:23]([F:29])[CH:22]=1)([C:14]([CH3:17])([CH3:16])[CH3:15])([C:8]1[CH:13]=[CH:12][CH:11]=[CH:10][CH:9]=1)[C:2]1[CH:7]=[CH:6][CH:5]=[CH:4][CH:3]=1.[C:35]([O:42][CH2:43][CH3:44])(=[O:41])[C:36]([O:38]CC)=O>>[Si:1]([O:18][C@H:19]([CH3:34])[C@H:20]([N:30]1[CH2:44][CH2:43][O:42][C:35](=[O:41])[C:36]1=[O:38])[C:21]1[CH:26]=[C:25]([F:27])[C:24]([F:28])=[C:23]([F:29])[CH:22]=1)([C:14]([CH3:15])([CH3:16])[CH3:17])([C:8]1[CH:13]=[CH:12][CH:11]=[CH:10][CH:9]=1)[C:2]1[CH:3]=[CH:4][CH:5]=[CH:6][CH:7]=1. Procedure details: A solution of 2-[(1R,2R)-2-tert-butyldiphenylsilanyloxy-1-(3,4,5-trifluorophenyl)propylamino]ethanol (102 mg) in diethyl oxalate (2 ml) was stirred at 170° C. for one hour and 30 minutes. Diethyl oxalate was evaporated under reduced pressure, and the resulting residue was purified by silica gel column chromatography (heptane:ethyl acetate 9:1 to 6:1) to obtain 48 mg of the title compound.